This data is from the Open Reaction Database (ORD), a public repository of structured organic reaction records. The task is: describe an organic reaction: reactants, conditions, products, and yield Starting materials: CCOc1cccc(C(C)(C)C(C)=O)c1, CC#N, CCOC(C)=O, CCCCCC, O=C1CCC(=O)N1I, O=C(O)C(F)(F)F. Yields the product CCOc1cc(C(C)(C)C(C)=O)ccc1I. As a reaction SMILES: [CH2:1]([CH3:2])[O:3][c:4]1[cH:5][c:6]([C:10]([C:11]([CH3:12])=[O:13])([CH3:14])[CH3:15])[cH:7][cH:8][cH:9]1.[CH3:31][C:32]#[N:33].[CH3:34][CH2:35][O:36][C:37](=[O:38])[CH3:39].[CH3:40][CH2:41][CH2:42][CH2:43][CH2:44][CH3:45].[I:16][N:17]1[C:18](=[O:19])[CH2:20][CH2:21][C:22]1=[O:23].[OH:24][C:25]([C:26]([F:27])([F:28])[F:29])=[O:30]>>[CH2:1]([CH3:2])[O:3][c:4]1[cH:5][c:6]([C:10]([C:11]([CH3:12])=[O:13])([CH3:14])[CH3:15])[cH:7][cH:8][c:9]1[I:16]. Reactants: O=C([O-])[O-], CCOC(C)=O, CC(C)c1ccc2nc3ccc(C(=O)O)cn3c(=O)c2c1, CN(C)C=O, [I-], [K+], [K+], [K+], ClCCCCc1cccnc1. Product: CC(C)c1ccc2nc3ccc(C(=O)OCCCCc4cccnc4)cn3c(=O)c2c1. RXN SMILES: [C:35](=[O:36])([O-:37])[O-:38].[CH2:46]([O:47][C:48](=[O:49])[CH3:50])[CH3:51].[CH3:1][CH:2]([CH3:3])[c:4]1[cH:5][c:6]2[c:7](=[O:21])[n:8]3[c:9]([n:10][c:11]2[cH:12][cH:13]1)[cH:14][cH:15][c:16]([C:18](=[O:19])[OH:20])[cH:17]3.[CH3:41][N:42]([CH3:43])[CH:44]=[O:45].[I-:34].[K+:33].[K+:39].[K+:40].[n:22]1[cH:23][c:24]([CH2:28][CH2:29][CH2:30][CH2:31][Cl:32])[cH:25][cH:26][cH:27]1>>[CH3:1][CH:2]([CH3:3])[c:4]1[cH:5][c:6]2[c:7](=[O:21])[n:8]3[c:9]([n:10][c:11]2[cH:12][cH:13]1)[cH:14][cH:15][c:16]([C:18]([O:19][CH2:31][CH2:30][CH2:29][CH2:28][c:24]1[cH:23][n:22][cH:27][cH:26][cH:25]1)=[O:20])[cH:17]3. Reactants: C(C1=CC=CC=C1)N1C(COC2=C(C1)C=CC=C2)=O (4-benzyl-4,5-dihydro-benzo[f][1,4]oxazepin-3-one), [H-].[Al+3].[Li+].[H-].[H-].[H-] (lithium aluminum hydride), [H-].[Al+3].[Li+].[H-].[H-].[H-] (lithium aluminum hydride), [Cl-].[Na+] (sodium chloride). Run in O1CCCC1 (tetrahydrofuran), O1CCCC1 (tetrahydrofuran). Product: C(C1=CC=CC=C1)N1CCOC2=C(C1)C=CC=C2 (4-benzyl-2,3,4,5-tetrahydrobenzo[f][1,4]oxazepine). Isolated yield 93.1%. Reaction SMILES: [CH2:1]([N:8]1[CH2:14][C:13]2[CH:15]=[CH:16][CH:17]=[CH:18][C:12]=2[O:11][CH2:10][C:9]1=O)[C:2]1[CH:7]=[CH:6][CH:5]=[CH:4][CH:3]=1.[H-].[Al+3].[Li+].[H-].[H-].[H-].[Cl-].[Na+]>O1CCCC1>[CH2:1]([N:8]1[CH2:14][C:13]2[CH:15]=[CH:16][CH:17]=[CH:18][C:12]=2[O:11][CH2:10][CH2:9]1)[C:2]1[CH:3]=[CH:4][CH:5]=[CH:6][CH:7]=1 |f:1.2.3.4.5.6,7.8|. Procedure details: A solution of 2.5 g of 4-benzyl-4,5-dihydro-benzo[f][1,4]oxazepin-3-one in 50 mL of tetrahydrofuran was added dropwise to a suspension of 1.14 g of lithium aluminum hydride in 50 mL of tetrahydrofuran. The mixture was refluxed for 5 hours and then allowed to cool down to room temperature. 2.2 mL of saturated aqueous sodium chloride solution was added in order to decompose excess lithium aluminum hydride. The precipitated solid was removed by filtration, and the filtrate was concentrated to give ... Reactants: CCOC(C)=O, [H][H], CCCCCCC=CCc1cccc2c(=O)c(O)c(-c3cc(OC)c(OC)cc3OC)oc12. Yields the product CCCCCCCCCc1cccc2c(=O)c(O)c(-c3cc(OC)c(OC)cc3OC)oc12. As a reaction SMILES: [CH3:36][CH2:37][O:38][C:39](=[O:40])[CH3:41].[H:34][H:35].[OH:1][c:2]1[c:3](-[c:22]2[c:23]([O:32][CH3:33])[cH:24][c:25]([O:30][CH3:31])[c:26]([O:28][CH3:29])[cH:27]2)[o:4][c:5]2[c:6]([CH2:13][CH:14]=[CH:15][CH2:16][CH2:17][CH2:18][CH2:19][CH2:20][CH3:21])[cH:7][cH:8][cH:9][c:10]2[c:11]1=[O:12]>>[OH:1][c:2]1[c:3](-[c:22]2[c:23]([O:32][CH3:33])[cH:24][c:25]([O:30][CH3:31])[c:26]([O:28][CH3:29])[cH:27]2)[o:4][c:5]2[c:6]([CH2:13][CH2:14][CH2:15][CH2:16][CH2:17][CH2:18][CH2:19][CH2:20][CH3:21])[cH:7][cH:8][cH:9][c:10]2[c:11]1=[O:12]. The reactants are BrC=1C=C2C(=NN(C2=CC1)CC1=CC=C(C=C1)OC)C (5-bromo-N-(4-methoxybenzyl)-3-methylindazole), [C-]#N.[Na+] (sodium cyanide), O (water), C(C)(=O)OCC (Ethyl acetate). Reagents/catalysts: [Ni](Br)Br (nickel bromide). Run in CN1CCCC1=O (NMP), [Cl-].[Na+].O (brine). Reaction conditions: temperature 180 celsius. Yields the product C(#N)C=1C=C2C(=NN(C2=CC1)CC1=CC=C(C=C1)OC)C (5-cyano-N-(4-methoxybenzyl)-3-methylindazole). Yield: 99.4%. As a reaction SMILES: Br[C:2]1[CH:3]=[C:4]2[C:8](=[CH:9][CH:10]=1)[N:7]([CH2:11][C:12]1[CH:17]=[CH:16][C:15]([O:18][CH3:19])=[CH:14][CH:13]=1)[N:6]=[C:5]2[CH3:20].[C-:21]#[N:22].[Na+].C(OCC)(=O)C.O>CN1C(=O)CCC1.[Cl-].[Na+].O.[Ni](Br)Br>[C:21]([C:2]1[CH:3]=[C:4]2[C:8](=[CH:9][CH:10]=1)[N:7]([CH2:11][C:12]1[CH:17]=[CH:16][C:15]([O:18][CH3:19])=[CH:14][CH:13]=1)[N:6]=[C:5]2[CH3:20])#[N:22] |f:1.2,6.7.8|. Procedure: To a solution of 5-bromo-N-(4-methoxybenzyl)-3-methylindazole 105 (0.12 g, 0.363 mmol) in NMP (N-methylpyrrolidinone; 2 mL) was added sodium cyanide (0.035 g, 0.714 mmol) and nickel bromide (0.079 g, 0.362 mmol). The reaction mixture was heated in a microwave reactor at 180° C. for 20 minutes. Ethyl acetate (100 mL) was added and the organic layer was washer with water and brine. The organic layer was dried over sodium sulfate. The organic solvent was evaporated under reduced pressure. The crude... Reactants: NC1=CC=C(C[C@@H](CO)N(C(OC(C)(C)C)=O)C[C@H](O)C2=CC(=CC=C2)Cl)C=C1 (tert-butyl N-[(1s)-1-(4-aminobenzyl)-2-hydroxyethyl]-N-[(2R)-2-(3-chlorophenyl)-2-hydroxyethyl]-carbamate), solution, C/C(=N\[Si](C)(C)C)/O[Si](C)(C)C (N,O-bis(trimethylsilyl)acetamide), CN1C(CCC1)=O (NMP), CN1C(CCC1)=O (N-methyl-2-pyrrolidinone), solution, [N-]=C=O (isocyanate), NC(=O)N (urea), solution, C(C)(C)N(C(C)C)CC (N,N-diisopropylethylamine), CN1C(CCC1)=O (NMP), CN1C(CCC1)=O (NMP), FC(C(=O)O)(F)F (trifluoroacetic acid). The solvent is O (water). Run at time 30 minute. Product: O[C@@H](CN(C(OC(C)(C)C)=O)[C@H](CO)CC1=CC=C(C=C1)NC(=O)C=1NC=CC1)COC1=CC=CC=C1 (tert-Butyl N-[(2S)-2-hydroxy-3-phenoxypropyl]-N-[(1S)-2-hydroxy-1-[4-[(1H-pyrrol-2-ylcarbonyl)amino]benzyl]-ethyl]carbamate). As a reaction SMILES: [NH2:1][C:2]1[CH:29]=[CH:28][C:5]([CH2:6][C@H:7]([N:10]([CH2:18][C@@H:19](C2C=CC=C(Cl)C=2)[OH:20])[C:11](=[O:17])[O:12][C:13]([CH3:16])([CH3:15])[CH3:14])[CH2:8][OH:9])=[CH:4][CH:3]=1.[CH3:30]/[C:31](/[O:37][Si](C)(C)C)=N\[Si](C)(C)C.[N-]=[C:43]=[O:44].N[C:46](N)=O.[CH:49](N(CC)C(C)C)([CH3:51])[CH3:50].F[C:59](F)(F)[C:60](O)=O.C[N:66]1C[CH2:69][CH2:68][C:67]1=O>O>[OH:20][C@H:19]([CH2:46][O:44][C:43]1[CH:60]=[CH:59][CH:51]=[CH:49][CH:50]=1)[CH2:18][N:10]([C@@H:7]([CH2:6][C:5]1[CH:4]=[CH:3][C:2]([NH:1][C:31]([C:30]2[NH:66][CH:67]=[CH:68][CH:69]=2)=[O:37])=[CH:29][CH:28]=1)[CH2:8][OH:9])[C:11](=[O:17])[O:12][C:13]([CH3:16])([CH3:14])[CH3:15]. Procedure: To a solution of tert-butyl N-[(1s)-1-(4-aminobenzyl)-2-hydroxyethyl]-N-[(2R)-2-(3-chlorophenyl)-2-hydroxyethyl]-carbamate (0.02 mmol) in NMP (40 ul) was added 2.0 M solution of N,O-bis(trimethylsilyl)acetamide (BSA) in N-methyl-2-pyrrolidinone (NMP) (10 μl, 0.02 mmol) and the mixture was shaken for 30 minutes at room temperature. To the solution, 1.0 M solution of an isocyanate derivative (O═C═N—B) corresponding to an objective urea derivative in NMP (24 μl, 0.024 mmol) and 0.1 M solution of N,... The reactants are C(C1=CC=CC=C1)N(CCO)CC(=C)C (2-[benzyl-(2-methyl-allyl)-amino]-ethanol), C(C)(=O)[O-] (acetate), [BH4-].[Na+] (NaBH4), [OH-].[Na+] (NaOH). Reagents/catalysts: [Hg] (mercury). Run in O (water), C1CCOC1 (THF). Reaction conditions: time 3 hour. Yields the product C(C1=CC=CC=C1)N1CC(OCC1)(C)C (4-Benzyl-2,2-dimethyl-morpholine). Yield: 54.0%. Reaction SMILES: [CH2:1]([N:8]([CH2:12][C:13]([CH3:15])=[CH2:14])[CH2:9][CH2:10][OH:11])[C:2]1[CH:7]=[CH:6][CH:5]=[CH:4][CH:3]=1.C([O-])(=O)C.[OH-].[Na+].[BH4-].[Na+]>O.C1COCC1.[Hg]>[CH2:1]([N:8]1[CH2:9][CH2:10][O:11][C:13]([CH3:15])([CH3:14])[CH2:12]1)[C:2]1[CH:7]=[CH:6][CH:5]=[CH:4][CH:3]=1 |f:2.3,4.5|. Procedure: Add 2-[benzyl-(2-methyl-allyl)-amino]-ethanol (13.0 g, 63.2 mmol) to a slurry of mercury (It) acetate (20.7 g, 65.0 mmol) in water (45 mL) and THF (45 mL). After 3 h, treat the mixture with NaOH (25 mL, 2.5 M aqueous, 125 mmol) followed by NaBH4 (2.72 g, 71.9 mmol). After 19 h, decant the mixture away from the metallic mercury and add to a separatory funnel with tert-butyl methyl ether (250 mL). Separate the organic solution, wash with water (250 mL), filter through a silica plug, and concentrat... The reactants are N1=CC=C(C=C1)C#CCCCO (5-(4-Pyridyl)pent-4-yn-1-ol). The reagents and catalysts are [OH-].[Pd+2].[OH-] (palladium hydroxide). Solvent: C(C)O (ethanol). Product: N1=CC=C(C=C1)CCCCCO (5-(4-Pyridyl)-1-pentanol). Yield: 91.6%. As a reaction SMILES: [N:1]1[CH:6]=[CH:5][C:4]([C:7]#[C:8][CH2:9][CH2:10][CH2:11][OH:12])=[CH:3][CH:2]=1>C(O)C.[OH-].[Pd+2].[OH-]>[N:1]1[CH:6]=[CH:5][C:4]([CH2:7][CH2:8][CH2:9][CH2:10][CH2:11][OH:12])=[CH:3][CH:2]=1 |f:2.3.4|. Reported procedure: 5-(4-Pyridyl)pent-4-yn-1-ol (3.41 g) prepared according to the procedure described above was dissolved in ethanol (30 ml) and hydrogenated over palladium hydroxide catalyst (0.300 g) at 45 psi for 3 h. The catalyst was filtered and the ethanol evaporated in vacuo to yield the title product as a colourless oil (3.2 g). 1H NMR (250 MHz, CDCl3) δ 1.40-1.45 (2H, m), 1.47-1.80 (4H, m), 2.00 (1H br s), 2.62 (2H, t), 3.64 (2H, t), 7.10 (2H, d), 8.45 (2H, d). Run at temperature 50 celsius. Solvent: CC(=O)N(C)C (DMA), O (water). The product is C(C)(C)(C)OC1=NC=NC(=C1NCCCC)Cl (4-tert-butoxy-N-butyl-6-chloropyrimidin-5-amine). Starting materials: C(=O)(O)[O-].[Na+] (NaHCO3), ClC1=NC=NC(=C1N)Cl (4,6-dichloropyrimidin-5-amine), CC(C)([O-])C.[Na+] (sodium tert-butoxide), ICCCC (1-iodobutane). Reported procedure: A mixture of 4,6-dichloropyrimidin-5-amine (1.64 g, 10 mmol), sodium tert-butoxide (1.92 g, 20 mmol) and 1-iodobutane (2.02 g, 11 mmol) in DMA (30 mL) was heated at 50° C. for 12 hours. The mixture was poured into water, treated with saturated aqueous NaHCO3 and extracted with ethyl acetate. The acetate layer was washed with water, brine, dried with MgSO4, filtered, and concentrated under reduced pressure. The residue was purified by chromatography (hexane-EtOAc 1:1) to afford 200 mg of the titl... As a reaction SMILES: [Cl:1][C:2]1[C:7]([NH2:8])=[C:6](Cl)[N:5]=[CH:4][N:3]=1.[CH3:10][C:11]([CH3:14])([O-:13])[CH3:12].[Na+].I[CH2:17][CH2:18][CH2:19][CH3:20].C([O-])(O)=O.[Na+]>CC(N(C)C)=O.O>[C:11]([O:13][C:6]1[C:7]([NH:8][CH2:17][CH2:18][CH2:19][CH3:20])=[C:2]([Cl:1])[N:3]=[CH:4][N:5]=1)([CH3:14])([CH3:12])[CH3:10] |f:1.2,4.5|. Isolated yield 7.8%.